From a dataset of the Open Reaction Database (ORD), a public repository of structured organic reaction records. describe an organic reaction: reactants, conditions, products, and yield Reactants: C(C)(=O)[C@@]([C@@]([C@@]([C@](C(=O)CC=C)(O)C(C)=O)(O)C(C)=O)(O)C(C)=O)(O)CO (tetraacetyl-1-C-allylgalactose). Solvent: [OH-].[Na+] (NaOH). Reaction conditions: time 2 hour. Yields the product C(C=C)C(=O)[C@H](O)[C@@H](O)[C@@H](O)[C@H](O)CO (1-C-allylgalactose). RXN SMILES: [C:1]([C@:4](CO)([OH:25])[C@:5](C(=O)C)([OH:21])[C@:6](C(=O)C)([OH:17])[C@@:7](C(=O)C)([OH:13])[C:8]([CH2:10][CH:11]=[CH2:12])=[O:9])(=[O:3])C>[OH-].[Na+]>[CH2:10]([C:8]([C@@H:7]([C@H:6]([C@H:5]([C@@H:4]([CH2:1][OH:3])[OH:25])[OH:21])[OH:17])[OH:13])=[O:9])[CH:11]=[CH2:12] |f:1.2|. Procedure details: Compound 1 (23 g) was dissolved in 4N NaOH solution (100 mL) and stirred for 2 hr. The reaction mixture was extracted with ether. The aqueous layer was acidified with Dowex-H resin. The resin was removed by filtration and the filtrate was lyophilized to give the deprotected derivative 2 as a white powder. This was recrystallized in ethyl acetate-methanol (7:3) to give crystals (7.0 g). 1H NMR (CD3OD): δ 8.2-8.90, m, 1H, CH2CH=CH2 ; 5.12-5.09, dd, 2H, CH2CH=CH2 ; 3.99-4.01, m, 1H, H-1; 3.80-3.84,... The reactants are CSc1nc(C)c(N)c(-c2cccc(Cl)c2)n1, CN(C)C=O, O=S(Cl)Cl, O=C(O)CCCc1ccccc1, c1ccncc1. Product: CSc1nc(C)c(NC(=O)CCCc2ccccc2)c(-c2cccc(Cl)c2)n1. RXN SMILES: [Cl:18][c:19]1[cH:20][c:21](-[c:25]2[n:26][c:27]([S:33][CH3:34])[n:28][c:29]([CH3:32])[c:30]2[NH2:31])[cH:22][cH:23][cH:24]1.[O:13]=[CH:14][N:15]([CH3:16])[CH3:17].[S:41]([Cl:42])([Cl:43])=[O:44].[c:1]1([CH2:7][CH2:8][CH2:9][C:10](=[O:11])[OH:12])[cH:2][cH:3][cH:4][cH:5][cH:6]1.[cH:35]1[cH:36][cH:37][n:38][cH:39][cH:40]1>>[c:1]1([CH2:7][CH2:8][CH2:9][C:10](=[O:12])[NH:31][c:30]2[c:25](-[c:21]3[cH:20][c:19]([Cl:18])[cH:24][cH:23][cH:22]3)[n:26][c:27]([S:33][CH3:34])[n:28][c:29]2[CH3:32])[cH:2][cH:3][cH:4][cH:5][cH:6]1. Reactants: [Mg] (Magnesium), O1CCOCC(C1)=O (1,4-dioxepan-6-one), solution, II (iodine), COC1=CC=C(C=C1)Br (4-methoxybromobenzene). The solvent is C1CCOC1 (THF), C1CCOC1 (THF), C1CCOC1 (THF). Reaction conditions: temperature 0 celsius, time 8 hour. Product: COC1=CC=C(C=C1)C1(COCCOC1)O (6-(4-methoxyphenyl)-[1,4]-dioxepan-6-ol). RXN SMILES: [Mg].II.[CH3:4][O:5][C:6]1[CH:11]=[CH:10][C:9](Br)=[CH:8][CH:7]=1.[O:13]1[CH2:19][C:18](=[O:20])[CH2:17][O:16][CH2:15][CH2:14]1>C1COCC1>[CH3:4][O:5][C:6]1[CH:11]=[CH:10][C:9]([C:18]2([OH:20])[CH2:17][O:16][CH2:15][CH2:14][O:13][CH2:19]2)=[CH:8][CH:7]=1. Procedure details: Magnesium (1.27 g, 0.053 mol), dried in an oven for 1 hr at 75° C., was stirred with THF (125 mL) in a 500 mL three-necked flask at reflux. A crystal of iodine was added followed by a solution of 4-methoxybromobenzene in THF (50 mL), added dropwise over 15 min. After the addition of 10 mL of the solution the reaction initiated. After complete addition of the solution, the reaction mixture was heated at reflux for 2 hrs. The resulting grey solution was cooled to 0° C. and a solution of 1,4-dioxep... Reactants: C1CCOC1, O=C1CCCC(=O)O1, CC(C)C(c1ccc(N)cc1)n1ccnc1. Yields the product CC(C)C(c1ccc(NC(=O)CCCC(=O)O)cc1)n1ccnc1. RXN SMILES: [CH2:25]1[O:26][CH2:27][CH2:28][CH2:29]1.[O:17]1[C:18](=[O:24])[CH2:19][CH2:20][CH2:21][C:22]1=[O:23].[n:1]1([CH:6]([CH:7]([CH3:8])[CH3:9])[c:10]2[cH:11][cH:12][c:13]([NH2:16])[cH:14][cH:15]2)[cH:2][n:3][cH:4][cH:5]1>>[n:1]1([CH:6]([CH:7]([CH3:8])[CH3:9])[c:10]2[cH:11][cH:12][c:13]([NH:16][C:22]([CH2:21][CH2:20][CH2:19][C:18](=[O:17])[OH:24])=[O:23])[cH:14][cH:15]2)[cH:2][n:3][cH:4][cH:5]1. Starting materials: Fc1cccc(F)c1-c1cnc(-c2ccc(Br)cc2)nn1, O=C([O-])O, COCCOC, OB(O)Oc1ccc(OC(F)(F)F)cc1, [Na+], [Na+], [OH-], O, Cl[Pd]Cl, c1ccc(P(c2ccccc2)c2ccccc2)cc1, c1ccc(P(c2ccccc2)c2ccccc2)cc1. The product is Fc1cccc(F)c1-c1cnc(-c2ccc(-c3ccc(OC(F)(F)F)cc3)cc2)nn1. RXN SMILES: [Br:1][c:2]1[cH:3][cH:4][c:5](-[c:8]2[n:9][n:10][c:11](-[c:14]3[c:15]([F:21])[cH:16][cH:17][cH:18][c:19]3[F:20])[cH:12][n:13]2)[cH:6][cH:7]1.[C:37](=[O:38])([O-:39])[OH:40].[CH3:44][O:45][CH2:46][CH2:47][O:48][CH3:49].[F:22][C:23]([O:24][c:25]1[cH:26][cH:27][c:28]([O:31][B:32]([OH:33])[OH:34])[cH:29][cH:30]1)([F:35])[F:36].[Na+:41].[Na+:43].[OH-:42].[OH2:50].[Pd:51]([Cl:52])[Cl:53].[c:54]1([P:55]([c:56]2[cH:57][cH:58][cH:59][cH:60][cH:61]2)[c:62]2[cH:63][cH:64][cH:65][cH:66][cH:67]2)[cH:68][cH:69][cH:70][cH:71][cH:72]1.[c:73]1([P:74]([c:75]2[cH:76][cH:77][cH:78][cH:79][cH:80]2)[c:81]2[cH:82][cH:83][cH:84][cH:85][cH:86]2)[cH:87][cH:88][cH:89][cH:90][cH:91]1>>[c:2]1(-[c:28]2[cH:27][cH:26][c:25]([O:24][C:23]([F:22])([F:35])[F:36])[cH:30][cH:29]2)[cH:3][cH:4][c:5](-[c:8]2[n:9][n:10][c:11](-[c:14]3[c:15]([F:21])[cH:16][cH:17][cH:18][c:19]3[F:20])[cH:12][n:13]2)[cH:6][cH:7]1. Starting materials: Cl (hydrochloric acid), C(CCC)OCCOC1=CC=C(C=C1)C=1C(=CC2=C(C=C(CCCN2CC(C)C)C(=O)OC)C1)C (methyl 8-(4-(2-butoxyethoxy)phenyl)-1-isobutyl-9-methyl-1,2,3,4-tetrahydro-1-benzoazocine-5-carboxylate), O1CCCC1 (tetrahydrofuran), [OH-].[Na+] (sodium hydroxide). Solvent: O (water), CO (methanol). Conditions: temperature 90 celsius, time 8 hour. The product is C(CCC)OCCOC1=CC=C(C=C1)C=1C(=CC2=C(C=C(CCCN2CC(C)C)C(=O)O)C1)C (8-(4-(2-butoxyethoxy)phenyl)-1-isobutyl-9-methyl-1,2,3,4-tetrahydro-1-benzoazocine-5-carboxylic acid). Yield: 54.6%. Reaction SMILES: [CH2:1]([O:5][CH2:6][CH2:7][O:8][C:9]1[CH:14]=[CH:13][C:12]([C:15]2[C:16]([CH3:35])=[CH:17][C:18]3[N:25]([CH2:26][CH:27]([CH3:29])[CH3:28])[CH2:24][CH2:23][CH2:22][C:21]([C:30]([O:32]C)=[O:31])=[CH:20][C:19]=3[CH:34]=2)=[CH:11][CH:10]=1)[CH2:2][CH2:3][CH3:4].O1CCCC1.[OH-].[Na+].Cl>O.CO>[CH2:1]([O:5][CH2:6][CH2:7][O:8][C:9]1[CH:14]=[CH:13][C:12]([C:15]2[C:16]([CH3:35])=[CH:17][C:18]3[N:25]([CH2:26][CH:27]([CH3:28])[CH3:29])[CH2:24][CH2:23][CH2:22][C:21]([C:30]([OH:32])=[O:31])=[CH:20][C:19]=3[CH:34]=2)=[CH:11][CH:10]=1)[CH2:2][CH2:3][CH3:4] |f:2.3|. Procedure: To methyl 8-(4-(2-butoxyethoxy)phenyl)-1-isobutyl-9-methyl-1,2,3,4-tetrahydro-1-benzoazocine-5-carboxylate (770 mg) were added tetrahydrofuran (15 ml) and methanol (15 ml), followed by adding aqueous 1N sodium hydroxide solution (4.8 ml), and the mixture was stirred at 90° C. overnight. After cooling to 0° C., water was added and the mixture was neutralized with 1N hydrochloric acid. After extracting with ethyl acetate, the organic layer was washed with saturated brine, and dried with magnesium ... Starting materials: N[C@@H](CSC(C1=CC=CC=C1)(C1=CC=CC=C1)C1=CC=CC=C1)C(=O)N[C@@H](CO)C(=O)N[C@@H](CC(C)C)C(=O)O.O (H-Cys(Trt)-Ser-Leu-OH.H2O), FC(C(=O)O)(F)F (trifluoroacetic acid), O (water). The solvent is C(C)S (ethylmercaptan). Reaction conditions: time 30 minute. The product is N[C@@H](CS)C(=O)N[C@@H](CO)C(=O)N[C@@H](CC(C)C)C(=O)O.FC(F)(F)C(=O)O (H-Cys-Ser-Leu-OH trifluoroacetate). As a reaction SMILES: [NH2:1][C@H:2]([C:24]([NH:26][C@H:27]([C:30]([NH:32][C@H:33]([C:38]([OH:40])=[O:39])[CH2:34][CH:35]([CH3:37])[CH3:36])=[O:31])[CH2:28][OH:29])=[O:25])[CH2:3][S:4]C(C1C=CC=CC=1)(C1C=CC=CC=1)C1C=CC=CC=1.O.O.[F:43][C:44]([F:49])([F:48])[C:45]([OH:47])=[O:46]>C(S)C>[NH2:1][C@H:2]([C:24]([NH:26][C@H:27]([C:30]([NH:32][C@H:33]([C:38]([OH:40])=[O:39])[CH2:34][CH:35]([CH3:37])[CH3:36])=[O:31])[CH2:28][OH:29])=[O:25])[CH2:3][SH:4].[F:43][C:44]([C:45]([OH:47])=[O:46])([F:49])[F:48] |f:0.1,5.6|. Reported procedure: 564 mg (0.97 mmole) of H-Cys(Trt)-Ser-Leu-OH.H2O (Chem. Ber. 103, 2034 (1970)) are dissolved in a mixture of 2.5 ml of ethylmercaptan and 2.5 ml of trifluoroacetic acid. The mixture is left to stand for 30 minutes at room temperature and the batch is poured into 50 ml of water. The aqueous phase is extracted three times with ether and is freeze-dried. The reactants are Cc1n[nH]c(C)n1, Fc1ccc(C([SiH2]CCl)c2ccc(F)cc2)cc1, [Na]. Product: Cc1nc(C)n(C[SiH2]C(c2ccc(F)cc2)c2ccc(F)cc2)n1. As a reaction SMILES: [CH3:20][c:21]1[n:22][nH:23][c:24]([CH3:26])[n:25]1.[Cl:1][CH2:2][SiH2:3][CH:4]([c:5]1[cH:6][cH:7][c:8]([F:11])[cH:9][cH:10]1)[c:12]1[cH:13][cH:14][c:15]([F:18])[cH:16][cH:17]1.[Na:19]>>[CH2:2]([SiH2:3][CH:4]([c:5]1[cH:6][cH:7][c:8]([F:11])[cH:9][cH:10]1)[c:12]1[cH:13][cH:14][c:15]([F:18])[cH:16][cH:17]1)[n:23]1[n:22][c:21]([CH3:20])[n:25][c:24]1[CH3:26]. Starting materials: ClC1=NC2=CC=C(C=C2C=C1)CC(=O)NN ((2-Chloro-quinolin-6-yl)-acetic acid hydrazide), ClC=1N=NC(=CC1)C=1C=NC=CC1 (3-chloro-6-pyridin-3-yl-pyridazine). Run in C(CCC)O (butanol). Yields the product ClC1=NC2=CC=C(C=C2C=C1)CC1=NN=C2N1N=C(C=C2)C=2C=NC=CC2 (2-chloro-6-(6-pyridin-3-yl-[1,2,4]triazolo[4,3-b]pyridazin-3-ylmethyl)-quinoline). Yield: 35.9%. RXN SMILES: [Cl:1][C:2]1[CH:11]=[CH:10][C:9]2[C:4](=[CH:5][CH:6]=[C:7]([CH2:12][C:13]([NH:15][NH2:16])=O)[CH:8]=2)[N:3]=1.Cl[C:18]1[N:19]=[N:20][C:21]([C:24]2[CH:25]=[N:26][CH:27]=[CH:28][CH:29]=2)=[CH:22][CH:23]=1>C(O)CCC>[Cl:1][C:2]1[CH:11]=[CH:10][C:9]2[C:4](=[CH:5][CH:6]=[C:7]([CH2:12][C:13]3[N:19]4[N:20]=[C:21]([C:24]5[CH:25]=[N:26][CH:27]=[CH:28][CH:29]=5)[CH:22]=[CH:23][C:18]4=[N:16][N:15]=3)[CH:8]=2)[N:3]=1. Reported procedure: (2-Chloro-quinolin-6-yl)-acetic acid hydrazide (0.030 g, 0.127 mmol) and 3-chloro-6-pyridin-3-yl-pyridazine (0.024 g, 0.127 mmol) were heated to reflux in butanol (0.5 mL) for several hours. The reaction was cooled to room temperature and filtered. The filtrate was purified via reverse phase HPLC on a C18 column eluting with acetonitrile in water (0.1% TFA) to give 0.017 g (35%) of 2-chloro-6-(6-pyridin-3-yl-[1,2,4]triazolo[4,3-b]pyridazin-3-ylmethyl)-quinoline.